This data is from the Open Reaction Database (ORD), a public repository of structured organic reaction records. The task is: describe an organic reaction: reactants, conditions, products, and yield The reactants are ClC=1C(C=CC(C1Cl)=O)=O (2,3-Dichlorobenzoquinone), [N+](=[N-])=C (diazomethane), CCOCC (ether). Product: ClC=1C(C=2C=NN(C2C(C1Cl)=O)C)=O (5,6-Dichloro-1-methyl-1H-indazole-4,7-dione). RXN SMILES: [Cl:1][C:2]1[C:3](=[O:10])[CH:4]=[CH:5][C:6](=[O:9])[C:7]=1[Cl:8].[N+:11](=[CH2:13])=[N-:12].[CH3:14]COCC>>[Cl:1][C:2]1[C:3](=[O:10])[C:4]2[CH:13]=[N:11][N:12]([CH3:14])[C:5]=2[C:6](=[O:9])[C:7]=1[Cl:8]. Procedure: 2,3-Dichlorobenzoquinone (22 grams) was added portionwise to a stirred solution of diazomethane (14 grams) in ether (500 milliliters) maintained at a temperature below 15° C. A pale yellow solid separated out from the solution, and this was filtered off and dried to yield the desired product having a melting point of 176°-177° C. As a reaction SMILES: [Br-].[NH2:2][C:3]1[C:12](Cl)=[N:11][C:10]2[C:5](=[CH:6][CH:7]=[CH:8][CH:9]=2)[N+:4]=1[CH2:14][C:15]([C:17]([O:19][CH2:20][CH3:21])=[O:18])=O.C([OH:24])C>>[O:24]=[C:12]1[NH:11][C:10]2[C:5](=[CH:6][CH:7]=[CH:8][CH:9]=2)[N:4]2[CH:14]=[C:15]([C:17]([O:19][CH2:20][CH3:21])=[O:18])[N:2]=[C:3]12 |f:0.1|. Reactants: [Br-].NC1=[N+](C2=CC=CC=C2N=C1Cl)CC(=O)C(=O)OCC (2-amino-1-carbethoxycarbonylmethyl-3-chloroquinoxalinium bromide), C(C)O (ethanol). Procedure details: A suspension of 6.5 g of the product of Step A in 500 ml of ethanol was refluxed with stirring for 2 hours and the resulting clear yellow solution was concentrated and cooled in a refrigerator. The mixture was filtered and then 3.70 g of white crystalline product was crystallized from ethanol to obtain ethyl 4,5-dihydro-4-oxoimidazo-[1,2-a]-quinoxaline-2-carboxylate in the form of shiny crystals melting at 292°-293° C. The product is O=C1C=2N(C3=CC=CC=C3N1)C=C(N2)C(=O)OCC (ethyl 4,5-dihydro-4-oxoimidazo-[1,2-a]-quinoxaline-2-carboxylate), crystals. Reaction conditions: time 2 hour.